Dataset: the Open Reaction Database (ORD), a public repository of structured organic reaction records. Task: describe an organic reaction: reactants, conditions, products, and yield Starting materials: CCCCc1ccc(NC(=S)NC(=O)OCC)c([N+](=O)[O-])c1, CCOC(=O)NC(=S)Nc1ccc(NC(=O)OC(C)C)cc1[N+](=O)[O-], COC(=O)NC(=S)Nc1ccc(NC(=O)OC(C)C)cc1[N+](=O)[O-], COC(=O)NC(=S)Nc1ccc(NC(=O)OC)cc1[N+](=O)[O-], COC(=O)NC(=S)Nc1ccc(C(C)=O)cc1[N+](=O)[O-]. Product: COC(=O)NC(=S)Nc1ccc(NC(=O)OC(C)C)cc1N. As a reaction SMILES: [CH2:47]([O:48][C:49]([NH:50][C:51]([NH:52][c:53]1[cH:54][cH:55][c:56]([CH2:57][CH2:58][CH2:59][CH3:60])[cH:61][c:62]1[N+:63]([O-:64])=[O:65])=[S:66])=[O:67])[CH3:68].[CH2:69]([O:70][C:71]([NH:72][C:73]([NH:74][c:75]1[cH:76][cH:77][c:78]([NH:79][C:80]([O:81][CH:82]([CH3:83])[CH3:84])=[O:85])[cH:86][c:87]1[N+:88]([O-:89])=[O:90])=[S:91])=[O:92])[CH3:93].[CH3:1][O:2][C:3](=[O:4])[NH:5][C:6](=[S:7])[NH:8][c:9]1[c:10]([N+:22]([O-:23])=[O:24])[cH:11][c:12]([NH:15][C:16](=[O:17])[O:18][CH:19]([CH3:20])[CH3:21])[cH:13][cH:14]1.[CH3:25][O:26][C:27]([NH:28][C:29]([NH:30][c:31]1[cH:32][cH:33][c:34]([NH:35][C:36]([O:37][CH3:38])=[O:39])[cH:40][c:41]1[N+:42]([O-:43])=[O:44])=[S:45])=[O:46].[CH3:94][O:95][C:96]([NH:97][C:98]([NH:99][c:100]1[cH:101][cH:102][c:103]([C:104](=[O:105])[CH3:106])[cH:107][c:108]1[N+:109]([O-:110])=[O:111])=[S:112])=[O:113]>>[CH3:1][O:2][C:3](=[O:4])[NH:5][C:6](=[S:7])[NH:8][c:9]1[c:10]([NH2:22])[cH:11][c:12]([NH:15][C:16](=[O:17])[O:18][CH:19]([CH3:20])[CH3:21])[cH:13][cH:14]1. Reactants: [Br-], OC1CCC=C1Br, C1CCOC1, CC(C)C[Mg+], Cl[Ni]Cl, c1ccc(P(CCCP(c2ccccc2)c2ccccc2)c2ccccc2)cc1. Product: CC(C)CC1=CCCC1O. As a reaction SMILES: [Br-:8].[Br:1][C:2]1=[CH:6][CH2:5][CH2:4][CH:3]1[OH:7].[CH2:14]1[O:15][CH2:16][CH2:17][CH2:18]1.[CH2:9]([CH:10]([CH3:11])[CH3:12])[Mg+:13].[Ni:19]([Cl:20])[Cl:21].[c:22]1([P:23]([c:24]2[cH:25][cH:26][cH:27][cH:28][cH:29]2)[CH2:30][CH2:31][CH2:32][P:33]([c:34]2[cH:35][cH:36][cH:37][cH:38][cH:39]2)[c:40]2[cH:41][cH:42][cH:43][cH:44][cH:45]2)[cH:46][cH:47][cH:48][cH:49][cH:50]1>>[C:2]1([CH2:9][CH:10]([CH3:11])[CH3:12])=[CH:6][CH2:5][CH2:4][CH:3]1[OH:7]. The reactants are N1CCCCC1 (piperidine), C(C=C)NCC=C (diallylamine), C(C)N(C(=O)C1=CC=2C(C3=CC(=CC=C3C2C=C1)C(=O)N(CC)CC)=O)CC (N,N,N',N'-tetraethyl-9-oxofluorene-2,7-dicarboxamide). Product: N1(CCCCC1)C(=O)C1=CC=2C(C3=CC(=CC=C3C2C=C1)C(=O)N1CCCCC1)=O (2,7-bis(piperidinocarbonyl)fluoren-9-one). Reaction SMILES: [NH:1]1[CH2:6][CH2:5][CH2:4][CH2:3][CH2:2]1.[CH2:7](NCC=C)[CH:8]=C.C(N(CC)[C:17]([C:19]1[CH:31]=[CH:30][C:29]2[C:28]3[C:23](=[CH:24][C:25]([C:32]([N:34]([CH2:37]C)[CH2:35][CH3:36])=[O:33])=[CH:26][CH:27]=3)[C:22](=[O:39])[C:21]=2[CH:20]=1)=[O:18])C>>[N:1]1([C:17]([C:19]2[CH:31]=[CH:30][C:29]3[C:28]4[C:23](=[CH:24][C:25]([C:32]([N:34]5[CH2:37][CH2:8][CH2:7][CH2:36][CH2:35]5)=[O:33])=[CH:26][CH:27]=4)[C:22](=[O:39])[C:21]=3[CH:20]=2)=[O:18])[CH2:6][CH2:5][CH2:4][CH2:3][CH2:2]1. Reported procedure: Substituting an equivalent molar amount of piperidine or diallylamine in lieu of the diethylamine above, results in the formation of 2,7-bis(piperidinocarbonyl)fluoren-9-one m.p. 255.5°C; and N,N,N',N'-tetraallyl-9-oxo-fluorene-2,7-dicarboxamide, m.p. 94.5°-95.5°C, The reactants are CO, Cc1c(C)c2c(c(C)c1NC(=O)c1ccc(Cl)cc1)C(c1ccc(C(C)C)cc1)C(C)(C)O2. Product: Cc1c(C)c2c(c(C)c1NCc1ccc(Cl)cc1)C(c1ccc(C(C)C)cc1)C(C)(C)O2. As a reaction SMILES: [CH3:34][OH:35].[Cl:1][c:2]1[cH:3][cH:4][c:5]([C:6](=[O:7])[NH:8][c:9]2[c:10]([CH3:31])[c:11]([CH3:30])[c:12]3[c:13]([c:28]2[CH3:29])[CH:14]([c:19]2[cH:20][cH:21][c:22]([CH:25]([CH3:26])[CH3:27])[cH:23][cH:24]2)[C:15]([CH3:17])([CH3:18])[O:16]3)[cH:32][cH:33]1>>[Cl:1][c:2]1[cH:3][cH:4][c:5]([CH2:6][NH:8][c:9]2[c:10]([CH3:31])[c:11]([CH3:30])[c:12]3[c:13]([c:28]2[CH3:29])[CH:14]([c:19]2[cH:20][cH:21][c:22]([CH:25]([CH3:26])[CH3:27])[cH:23][cH:24]2)[C:15]([CH3:17])([CH3:18])[O:16]3)[cH:32][cH:33]1.